From a dataset of the Open Reaction Database (ORD), a public repository of structured organic reaction records. describe an organic reaction: reactants, conditions, products, and yield Starting materials: CO, O=c1ccn(CCCCO)c(=O)[nH]1, Cl[Si](c1ccccc1)(c1ccccc1)c1ccccc1, c1ccncc1. The product is O=c1ccn(CCCCO[Si](c2ccccc2)(c2ccccc2)c2ccccc2)c(=O)[nH]1. As a reaction SMILES: [CH3:34][OH:35].[OH:1][CH2:2][CH2:3][CH2:4][CH2:5][n:6]1[c:7](=[O:8])[nH:9][c:10](=[O:11])[cH:12][cH:13]1.[c:14]1([Si:20]([c:21]2[cH:22][cH:23][cH:24][cH:25][cH:26]2)([c:27]2[cH:28][cH:29][cH:30][cH:31][cH:32]2)[Cl:33])[cH:15][cH:16][cH:17][cH:18][cH:19]1.[cH:36]1[cH:37][cH:38][n:39][cH:40][cH:41]1>>[O:1]([CH2:2][CH2:3][CH2:4][CH2:5][n:6]1[c:7](=[O:8])[nH:9][c:10](=[O:11])[cH:12][cH:13]1)[Si:20]([c:14]1[cH:15][cH:16][cH:17][cH:18][cH:19]1)([c:21]1[cH:22][cH:23][cH:24][cH:25][cH:26]1)[c:27]1[cH:28][cH:29][cH:30][cH:31][cH:32]1. Procedure: To a 0° C. solution of (S)-3-(4-amino-2-hydroxy-benzenesulfonylamino)-4,4-diethoxy-butyric acid tert-butyl ester (200 mg, 0.48 mmol), (2S)-1-[2-(methylsulfanyl)-1H-benzo[d]imidazol-1-yl]propan-2-ol (150 mg, 0.67 mmol) and resin bound triphenyl phosphine (1 g, 1 mmol) in THF (5 mL) was added diisopropyl azodicarboxylate (600 uL, 3 mmol). This mixture was shaken at room temperature for 2 h. TLC 50% ethyl acetate/heptane shows no phenol rf 0.2. The reaction mixture was filtered, the resin was washe... Reaction SMILES: [C:1]([O:5][C:6](=[O:28])[CH2:7][C@H:8]([NH:16][S:17]([C:20]1[CH:25]=[CH:24][C:23]([NH2:26])=[CH:22][C:21]=1[OH:27])(=[O:19])=[O:18])[CH:9]([O:13][CH2:14][CH3:15])[O:10][CH2:11][CH3:12])([CH3:4])([CH3:3])[CH3:2].[CH3:29][S:30][C:31]1[N:35]([CH2:36][C@@H:37](O)[CH3:38])[C:34]2[CH:40]=[CH:41][CH:42]=[CH:43][C:33]=2[N:32]=1.C1(P(C2C=CC=CC=2)C2C=CC=CC=2)C=CC=CC=1.N(C(OC(C)C)=O)=NC(OC(C)C)=O.C1(O)C=CC=CC=1>C1COCC1.C(OCC)(=O)C.CCCCCCC>[C:1]([O:5][C:6](=[O:28])[CH2:7][C@H:8]([NH:16][S:17]([C:20]1[CH:25]=[CH:24][C:23]([NH2:26])=[CH:22][C:21]=1[O:27][C@H:37]([CH3:38])[CH2:36][N:35]1[C:34]2[CH:40]=[CH:41][CH:42]=[CH:43][C:33]=2[N:32]=[C:31]1[S:30][CH3:29])(=[O:18])=[O:19])[CH:9]([O:10][CH2:11][CH3:12])[O:13][CH2:14][CH3:15])([CH3:3])([CH3:4])[CH3:2] |f:6.7|. Reactants: C1(=CC=CC=C1)O (phenol), C(C)(C)(C)OC(C[C@@H](C(OCC)OCC)NS(=O)(=O)C1=C(C=C(C=C1)N)O)=O ((S)-3-(4-amino-2-hydroxy-benzenesulfonylamino)-4,4-diethoxy-butyric acid tert-butyl ester), CSC1=NC2=C(N1C[C@H](C)O)C=CC=C2 ((2S)-1-[2-(methylsulfanyl)-1H-benzo[d]imidazol-1-yl]propan-2-ol), C1(=CC=CC=C1)P(C1=CC=CC=C1)C1=CC=CC=C1 (triphenyl phosphine), N(=NC(=O)OC(C)C)C(=O)OC(C)C (diisopropyl azodicarboxylate). Product: C(C)(C)(C)OC(C[C@@H](C(OCC)OCC)NS(=O)(=O)C1=C(C=C(C=C1)N)O[C@@H](CN1C(=NC2=C1C=CC=C2)SC)C)=O ((S)-3-{4-Amino-2-[(R)-1-methyl-2-(2-methylsulfanyl-benzoimidazol-1-yl)-ethoxy]-benzenesulfonylamino-}4,4-diethoxy-butyric acid tert-butyl ester). Run in C1CCOC1 (THF), C(C)(=O)OCC.CCCCCCC (ethyl acetate heptane). Conditions: time 2 hour. Yields the product COc1ccc(-c2[nH]c(-c3ccc([N+](=O)[O-])c(C)c3)nc2C(=O)O)cc1. RXN SMILES: [CH3:1][O:2][c:3]1[cH:4][cH:5][c:6](-[c:9]2[c:10]([C:24](=[O:25])[O:26][CH2:27][CH3:28])[n:11][c:12](-[c:14]3[cH:15][c:16]([CH3:23])[c:17]([N+:20](=[O:21])[O-:22])[cH:18][cH:19]3)[nH:13]2)[cH:7][cH:8]1.[CH3:31][CH2:32][OH:33].[Na+:30].[OH-:29]>>[CH3:1][O:2][c:3]1[cH:4][cH:5][c:6](-[c:9]2[c:10]([C:24](=[O:25])[OH:26])[n:11][c:12](-[c:14]3[cH:15][c:16]([CH3:23])[c:17]([N+:20](=[O:21])[O-:22])[cH:18][cH:19]3)[nH:13]2)[cH:7][cH:8]1. The reactants are CCOC(=O)c1nc(-c2ccc([N+](=O)[O-])c(C)c2)[nH]c1-c1ccc(OC)cc1, CCO, [Na+], [OH-].